From a dataset of the Open Reaction Database (ORD), a public repository of structured organic reaction records. describe an organic reaction: reactants, conditions, products, and yield Starting materials: N([C@@H](CO)C(=O)O)C(=O)C (N—Ac-Ser-OH), C=1C=CC2=C(C1)N=NN2O (HOBt), CCN=C=NCCCN(C)C (EDCI), ClC=1C=C(C=CC1F)C(CO)NC(=O)C=1NC=C(C1)C1=NNC=C1C1=CC(=C(C=C1)CN)Cl (4-[4-(4-Aminomethyl-3-chloro-phenyl)-1H-pyrazol-3-yl]-1H-pyrrole-2-carboxylic acid [1-(3-chloro-4-fluoro-phenyl)-2-hydroxy-ethyl]-amide), TEA. The solvent is CN(C)C=O (DMF). Run at time 5 minute. Yields the product ClC=1C=C(C=CC1F)C(CO)NC(=O)C=1NC=C(C1)C1=NNC=C1C1=CC(=C(C=C1)CNC(C(CO)NC(C)=O)=O)Cl (4-(4-{4-[(2-Acetylamino-3-hydroxy-propionylamino)-methyl]-3-chloro-phenyl}-1H-pyrazol-3-yl)-1H-pyrrole-2-carboxylic acid [1-(3-chloro-4-fluoro-phenyl)-2-hydroxy-ethyl]-amide). RXN SMILES: [NH:1]([C:8]([CH3:10])=[O:9])[C@H:2]([C:5]([OH:7])=O)[CH2:3][OH:4].C1C=CC2N(O)N=NC=2C=1.CCN=C=NCCCN(C)C.[Cl:32][C:33]1[CH:34]=[C:35]([CH:40]([NH:43][C:44]([C:46]2[NH:47][CH:48]=[C:49]([C:51]3[C:55]([C:56]4[CH:61]=[CH:60][C:59]([CH2:62][NH2:63])=[C:58]([Cl:64])[CH:57]=4)=[CH:54][NH:53][N:52]=3)[CH:50]=2)=[O:45])[CH2:41][OH:42])[CH:36]=[CH:37][C:38]=1[F:39]>CN(C=O)C>[Cl:32][C:33]1[CH:34]=[C:35]([CH:40]([NH:43][C:44]([C:46]2[NH:47][CH:48]=[C:49]([C:51]3[C:55]([C:56]4[CH:61]=[CH:60][C:59]([CH2:62][NH:63][C:5](=[O:7])[CH:2]([NH:1][C:8](=[O:9])[CH3:10])[CH2:3][OH:4])=[C:58]([Cl:64])[CH:57]=4)=[CH:54][NH:53][N:52]=3)[CH:50]=2)=[O:45])[CH2:41][OH:42])[CH:36]=[CH:37][C:38]=1[F:39]. Procedure: To a solution of N—Ac-Ser-OH (0.2 mmol) in DMF (5 mL) was added HOBt (0.4 mmol) and EDCI (0.22 mmol) and stirred for 5 min. To the solution was added benzyl amine 11 (0.2 mmol) and TEA (0.3 mmol). The reaction mixture was stirred for 2 h at room temperature. The crude products were purified from preparatory HPLC to afford the desired product II-20 as a white solid. 1HNMR (CD3OD) 8.5 (br, 1H), 7.6 (s, 1H), 7.5 (m, 1H), 7.4 (s, 1H), 7.2-7.3 (m, 3H), 7.1 (t, 1H), 6.8-6.9 (m, 2H), 5.0 (t, 1H), 4.2-4...